From a dataset of the Open Reaction Database (ORD), a public repository of structured organic reaction records. describe an organic reaction: reactants, conditions, products, and yield Reactants: CC(C)(C)[O-], CS(C)=O, NC(=O)c1cc(Cl)ccn1, [K+], Nc1ccc(O)cc1F, O=S(=O)([O-])c1ccc2cc(S(=O)(=O)[O-])ccc2c1, C1CCOC1, O. Yields the product NC(=O)c1cc(Oc2ccc(N)c(F)c2)ccn1. RXN SMILES: [CH3:1][C:2]([CH3:3])([O-:4])[CH3:5].[CH3:44][S:45](=[O:46])[CH3:47].[Cl:34][c:35]1[cH:36][c:37]([C:41](=[O:42])[NH2:43])[n:38][cH:39][cH:40]1.[K+:6].[NH2:7][c:8]1[c:9]([F:15])[cH:10][c:11]([OH:14])[cH:12][cH:13]1.[O-:16][S:17]([c:18]1[cH:19][c:20]2[c:21]([cH:22][c:23]([S:24](=[O:25])(=[O:26])[O-:27])[cH:28][cH:29]2)[cH:30][cH:31]1)(=[O:32])=[O:33].[O:49]1[CH2:50][CH2:51][CH2:52][CH2:53]1.[OH2:48]>>[NH2:7][c:8]1[c:9]([F:15])[cH:10][c:11]([O:14][c:35]2[cH:36][c:37]([C:41](=[O:42])[NH2:43])[n:38][cH:39][cH:40]2)[cH:12][cH:13]1. Reactants: N(=O)[O-].[Na+] (Sodium nitrite), ClC1=C(N)C(=CC(=C1)C(F)(F)F)Cl (2,6-dichloro-4-trifluoromethylaniline), ClCC(CC(=O)OCC)=O (ethyl 4-chloroacetoacetate), C(C)(=O)[O-].[Na+] (Sodium acetate). The product is ClC1=C(C(=CC(=C1)C(F)(F)F)Cl)N=NC(C(=O)OCC)C(=O)CCl (ethyl 2-(2,6-dichloro-4-trifluoromethylphenylazo)-4-chloroacetoacetate), solid. Run in S(O)(O)(=O)=O (sulfuric acid), C(C)(=O)O (acetic acid), C(C)(=O)O (acetic acid), O (water), O (water). Procedure: Sodium nitrite (9.6 g) was warmed in concentrated sulfuric acid (40 ml) to form a homogeneous mixture. The solution was allowed to cool to room temperature and a solution of 2,6-dichloro-4-trifluoromethylaniline (described in European Patent Publication 23,100:30.0 g) in glacial acetic acid (230 ml) was added dropwise, with stirring and efficient external cooling to keep the temperature below 30° C. The reaction mixture was heated at 55°-60° C. for 45 minutes, allowed to cool to room temperature... As a reaction SMILES: [N:1]([O-])=O.[Na+].[Cl:5][C:6]1[CH:12]=[C:11]([C:13]([F:16])([F:15])[F:14])[CH:10]=[C:9]([Cl:17])[C:7]=1[NH2:8].[Cl:18][CH2:19][C:20](=[O:27])[CH2:21][C:22]([O:24][CH2:25][CH3:26])=[O:23].C([O-])(=O)C.[Na+]>S(=O)(=O)(O)O.C(O)(=O)C.O>[Cl:5][C:6]1[CH:12]=[C:11]([C:13]([F:16])([F:15])[F:14])[CH:10]=[C:9]([Cl:17])[C:7]=1[N:8]=[N:1][CH:21]([C:20]([CH2:19][Cl:18])=[O:27])[C:22]([O:24][CH2:25][CH3:26])=[O:23] |f:0.1,4.5|. The reactants are CC(=O)O (HOAc), NC1=NNC=C1C(=O)OCC (Ethyl 3-amino-1H-pyrazole-4-carboxylate), C(C)O/C=C/C(=O)OCC ((E)-ethyl 3-ethoxyacrylate), C([O-])([O-])=O.[Cs+].[Cs+] (Cesium carbonate). Run in CN(C)C=O (DMF). Run at temperature 110 celsius. Product: OC1=NC=2N(C=C1)N=CC2C(=O)OCC (ethyl 5-hydroxypyrazolo[1,5-a]pyrimidine-3-carboxylate). Reaction SMILES: [NH2:1][C:2]1[C:6]([C:7]([O:9][CH2:10][CH3:11])=[O:8])=[CH:5][NH:4][N:3]=1.C([O:14]/[CH:15]=[CH:16]/[C:17](OCC)=O)C.C(=O)([O-])[O-].[Cs+].[Cs+].CC(O)=O>CN(C=O)C>[OH:14][C:15]1[CH:16]=[CH:17][N:3]2[N:4]=[CH:5][C:6]([C:7]([O:9][CH2:10][CH3:11])=[O:8])=[C:2]2[N:1]=1 |f:2.3.4|. Reported procedure: Ethyl 3-amino-1H-pyrazole-4-carboxylate (25.0 g, 161 mmol) and (E)-ethyl 3-ethoxyacrylate (35.8 ml, 242 mmol) were mixed in DMF (537 mL). Cesium carbonate (78.7 g, 242 mmol) was added and the mixture heated to 110° C. for 15 hours. The reaction mixture was cooled to ambient temperature and acidified with HOAc to pH 4. The resultant precipitate was filtered and washed with water and EtOAc, yielding the title compound as a fluffy white solid. Additional material was obtained by an aqueous workup. ... Starting materials: B(OC(C)C)(OC(C)C)OC(C)C (tri-isopropyl borate), Grignard reagent, BrC1=CC=C(C=C1)OC (4-bromoanisole), [Mg] (magnesium), Cl (hydrochloric acid). Run in C1CCOC1 (THF), C1CCOC1 (THF). Yields the product COC1=CC=C(C=C1)B(O)O (4-Methoxyphenylboronic acid). Yield: 89.5%. As a reaction SMILES: Br[C:2]1[CH:7]=[CH:6][C:5]([O:8][CH3:9])=[CH:4][CH:3]=1.[Mg].[B:11](OC(C)C)([O:16]C(C)C)[O:12]C(C)C.Cl>C1COCC1>[CH3:9][O:8][C:5]1[CH:6]=[CH:7][C:2]([B:11]([OH:16])[OH:12])=[CH:3][CH:4]=1. Procedure details: A solution of the Grignard reagent, prepared from 4-bromoanisole (80.0 g, 0.43 mol) and magnesium (11.96 g, 0.49 mol) in dry THF (300 ml) was added dropwise to a stirred, cooled (-78° C.) solution of tri-isopropyl borate (161.7 g, 0.86 mol) in dry THF (50 ml) under dry nitrogen. The stirred mixture was allowed to warm to room temperature overnight and was then stirred at room temperature for 1 h with 10% hydrochloric acid (300 ml). The product was extracted into ether (twice), the combined ether... The reactants are C1CCOC1, Cc1nc2c(o1)c(C(=O)O)cc1nc(Nc3c(Cl)cccc3Cl)[nH]c12, O=C(Cl)C(=O)Cl, NCc1ccccc1C(F)(F)F, [H-], [Na+]. Product: Cc1nc2c(o1)c(C(=O)NCc1ccccc1C(F)(F)F)cc1nc(Nc3c(Cl)cccc3Cl)[nH]c12. Reaction SMILES: [CH2:46]1[O:47][CH2:48][CH2:49][CH2:50]1.[Cl:1][c:2]1[c:3]([NH:9][c:10]2[n:11][c:12]3[cH:13][c:14]([C:23](=[O:24])[OH:25])[c:15]4[c:16]([n:17][c:18]([CH3:20])[o:19]4)[c:21]3[nH:22]2)[c:4]([Cl:8])[cH:5][cH:6][cH:7]1.[Cl:26][C:27]([C:28]([Cl:29])=[O:30])=[O:31].[F:32][C:33]([c:34]1[c:35]([CH2:40][NH2:41])[cH:36][cH:37][cH:38][cH:39]1)([F:42])[F:43].[H-:45].[Na+:44]>>[Cl:1][c:2]1[c:3]([NH:9][c:10]2[n:11][c:12]3[cH:13][c:14]([C:23](=[O:24])[NH:41][CH2:40][c:35]4[c:34]([C:33]([F:32])([F:42])[F:43])[cH:39][cH:38][cH:37][cH:36]4)[c:15]4[c:16]([n:17][c:18]([CH3:20])[o:19]4)[c:21]3[nH:22]2)[c:4]([Cl:8])[cH:5][cH:6][cH:7]1. The reactants are CC(C)O, COc1ccc2c(c1)CCC(N=[N+]=[N-])C2c1ccccc1. Yields the product COc1ccc2c(c1)CCC(N)C2c1ccccc1. RXN SMILES: [CH:22]([OH:23])([CH3:24])[CH3:25].[N:1](=[N+:2]=[N-:3])[CH:4]1[CH:5]([c:16]2[cH:17][cH:18][cH:19][cH:20][cH:21]2)[c:6]2[cH:7][cH:8][c:9]([O:14][CH3:15])[cH:10][c:11]2[CH2:12][CH2:13]1>>[NH2:1][CH:4]1[CH:5]([c:16]2[cH:17][cH:18][cH:19][cH:20][cH:21]2)[c:6]2[cH:7][cH:8][c:9]([O:14][CH3:15])[cH:10][c:11]2[CH2:12][CH2:13]1. Starting materials: NC(CCCC(=O)OC)C1=C(C=CC=C1OC)OC (methyl 5-amino-5-(2,6-dimethoxyphenyl)pentanoate), N1=CC=C(C=C1)C=1C=C(C=O)C=CC1 (3-(pyridin-4-yl)benzaldehyde). Product: COC1=C(C(=CC=C1)OC)C1CCCC(N1CC1=CC(=CC=C1)C1=CC=NC=C1)=O (6-(2,6-dimethoxyphenyl)-1-(3-(pyridin-4-yl)benzyl)piperidin-2-one). RXN SMILES: [NH2:1][CH:2]([C:10]1[C:15]([O:16][CH3:17])=[CH:14][CH:13]=[CH:12][C:11]=1[O:18][CH3:19])[CH2:3][CH2:4][CH2:5][C:6]([O:8]C)=O.[N:20]1[CH:25]=[CH:24][C:23]([C:26]2[CH:27]=[C:28]([CH:31]=[CH:32][CH:33]=2)[CH:29]=O)=[CH:22][CH:21]=1>>[CH3:19][O:18][C:11]1[CH:12]=[CH:13][CH:14]=[C:15]([O:16][CH3:17])[C:10]=1[CH:2]1[N:1]([CH2:29][C:28]2[CH:31]=[CH:32][CH:33]=[C:26]([C:23]3[CH:22]=[CH:21][N:20]=[CH:25][CH:24]=3)[CH:27]=2)[C:6](=[O:8])[CH2:5][CH2:4][CH2:3]1. Reported procedure: Prepared according to the described general procedure 1 (GP1) by reaction of methyl 5-amino-5-(2,6-dimethoxyphenyl)pentanoate with commercially available 3-(pyridin-4-yl)benzaldehyde. Subsequent purification by preparative HPLC afforded the target compound. LC-MS (conditions A): tR=0.59 min.; [M+H]+: 403.35 g/mol.